From a dataset of the Open Reaction Database (ORD), a public repository of structured organic reaction records. describe an organic reaction: reactants, conditions, products, and yield The reactants are COC(=O)C1=CC2=C(C=C(O2)C(CC)(CC)C2=CC(=C(C=C2)OCC(C(C)(C)C)=O)C)C=C1 (2-{1-[4-(3,3-Dimethyl-2-oxo-butoxy)-3-methyl-phenyl]-1-ethyl-propyl}-benzofuran-6-carboxylic acid methyl ester), [BH4-].[Na+] (NaBH4). Solvent: C1CCOC1 (THF). Yields the product C(C)C(CC)(C1=CC(=C(C=C1)OCC(C(C)(C)C)O)C)C=1OC2=C(C1)C=CC(=C2)C(=O)O (2-{1-ethyl-1-[4-(2-hydroxy-3,3-dimethyl-butoxy)-3-methyl-phenyl]-propyl}-benzofuran-6-carboxylic acid). Isolated yield 91.2%. Reaction SMILES: C[O:2][C:3]([C:5]1[CH:33]=[CH:32][C:8]2[CH:9]=[C:10]([C:12]([C:17]3[CH:22]=[CH:21][C:20]([O:23][CH2:24][C:25](=[O:30])[C:26]([CH3:29])([CH3:28])[CH3:27])=[C:19]([CH3:31])[CH:18]=3)([CH2:15][CH3:16])[CH2:13][CH3:14])[O:11][C:7]=2[CH:6]=1)=[O:4].[BH4-].[Na+]>C1COCC1>[CH2:13]([C:12]([C:10]1[O:11][C:7]2[CH:6]=[C:5]([C:3]([OH:4])=[O:2])[CH:33]=[CH:32][C:8]=2[CH:9]=1)([C:17]1[CH:22]=[CH:21][C:20]([O:23][CH2:24][CH:25]([OH:30])[C:26]([CH3:28])([CH3:29])[CH3:27])=[C:19]([CH3:31])[CH:18]=1)[CH2:15][CH3:16])[CH3:14] |f:1.2|. Reported procedure: 2-{1-[4-(3,3-Dimethyl-2-oxo-butoxy)-3-methyl-phenyl]-1-ethyl-propyl}-benzofuran-6-carboxylic acid methyl ester (0.88 g, 1.95 mmol) in THF (40 mL) is reacted with NaBH4 (0.148 g, 3.91 mmol) analogous to Example 22 to obtain the title compound (0.78 g, 89%). Reactants: CC1=C(C(=O)Cl)C(=CC=C1)C (2,6-dimethylbenzoyl chloride), ClC1=CC=C(C=C1)CCN1CCNCC1 (1-[2-(4-chlorophenyl)-ethyl]-piperazine). Solvent: C(Cl)Cl (methylene chloride), C(Cl)Cl (methylene chloride). Run at time 8 hour. Product: Cl.ClC1=CC=C(C=C1)CCN1CCN(CC1)C(C1=C(C=CC=C1C)C)=O (1-[2-(4-chlorophenyl)-ethyl]-4-(2,6-dimethylbenzoyl)-piperazine hydrochloride). Reaction SMILES: [CH3:1][C:2]1[CH:10]=[CH:9][CH:8]=[C:7]([CH3:11])[C:3]=1[C:4]([Cl:6])=[O:5].[Cl:12][C:13]1[CH:18]=[CH:17][C:16]([CH2:19][CH2:20][N:21]2[CH2:26][CH2:25][NH:24][CH2:23][CH2:22]2)=[CH:15][CH:14]=1>C(Cl)Cl>[ClH:6].[Cl:12][C:13]1[CH:18]=[CH:17][C:16]([CH2:19][CH2:20][N:21]2[CH2:22][CH2:23][N:24]([C:4](=[O:5])[C:3]3[C:2]([CH3:1])=[CH:10][CH:9]=[CH:8][C:7]=3[CH3:11])[CH2:25][CH2:26]2)=[CH:15][CH:14]=1 |f:3.4|. Reported procedure: A solution of 11.1 g of 2,6-dimethylbenzoyl chloride in 50 ml of methylene chloride is added dropwise, over a period of 10 minutes, to a solution, stirred at room temperature, of 13.5 g of 1-[2-(4-chlorophenyl)-ethyl]-piperazine in 100 ml of methylene chloride. The reaction mixture is stirred overnight at room temperature. The suspension is filtered with suction and washed with ice-cold methylene chloride and finally with ether, dried and characterised in the form of the hydrochloride which has ... The reactants are CN(C)Cc1ccc(CSCCN)o1, CCCCn1ccc(Cc2cnc(N[N+](=O)[O-])[nH]c2=O)cc1=O, c1ccncc1. The product is CCCCn1ccc(Cc2cnc(NCCSCc3ccc(CN(C)C)o3)[nH]c2=O)cc1=O. RXN SMILES: [CH3:1][N:2]([CH3:3])[CH2:4][c:5]1[o:6][c:7]([CH2:10][S:11][CH2:12][CH2:13][NH2:14])[cH:8][cH:9]1.[N+:15]([NH:16][c:19]1[n:20][cH:21][c:22]([CH2:26][c:27]2[cH:28][c:29](=[O:37])[n:30]([CH2:33][CH2:34][CH2:35][CH3:36])[cH:31][cH:32]2)[c:23](=[O:25])[nH:24]1)([O-:17])=[O:18].[cH:38]1[cH:39][cH:40][n:41][cH:42][cH:43]1>>[CH3:1][N:2]([CH3:3])[CH2:4][c:5]1[o:6][c:7]([CH2:10][S:11][CH2:12][CH2:13][NH:14][c:19]2[n:20][cH:21][c:22]([CH2:26][c:27]3[cH:28][c:29](=[O:37])[n:30]([CH2:33][CH2:34][CH2:35][CH3:36])[cH:31][cH:32]3)[c:23](=[O:25])[nH:24]2)[cH:8][cH:9]1.